From a dataset of the Open Reaction Database (ORD), a public repository of structured organic reaction records. describe an organic reaction: reactants, conditions, products, and yield The reactants are ClC1=CC(=NC(=N1)CC(=O)OCC)NC=O (ethyl 2-(6-chloro-4-formamidopyrimidin-2-yl)acetate), [Se](=O)=O (selenium dioxide). Run in CN(C=O)C (N,N-dimethylformamide). Product: ClC1=CC(=NC(=N1)C(C(=O)OCC)=O)NC=O (ethyl 6-chloro-4-formamidopyrimidin-2-ylglyoxylate). Yield: 69.0%. RXN SMILES: [Cl:1][C:2]1[N:7]=[C:6]([CH2:8][C:9]([O:11][CH2:12][CH3:13])=[O:10])[N:5]=[C:4]([NH:14][CH:15]=[O:16])[CH:3]=1.[Se](=O)=[O:18]>CN(C)C=O>[Cl:1][C:2]1[N:7]=[C:6]([C:8](=[O:18])[C:9]([O:11][CH2:12][CH3:13])=[O:10])[N:5]=[C:4]([NH:14][CH:15]=[O:16])[CH:3]=1. Reported procedure: A mixture of ethyl 2-(6-chloro-4-formamidopyrimidin-2-yl)acetate (24.3 g) and selenium dioxide (16.65 g) in N,N-dimethylformamide (243 ml) was stirred for an hour at 70° to 75° C. The precipitated solid was filtered off, and the filtrate was concentrated in vacuo. The residue was dissolved in ethyl acetate (500 ml), washed with water and an aqueous solution of sodium chloride, dried over anhydrous magnesium sulfate and evaporated to dryness. The residue was triturated with diisopropyl ether to g... Starting materials: N(C1=CC=CC=C1)C1=C(N)C=C(C(=C1)CC)Cl (2-anilino-4-ethyl-5-chloroaniline), ester, ester, ClCC(=O)O (monochloroacetic acid), C([O-])([O-])=O.[Na+].[Na+] (sodium carbonate). Run in O (Water). Conditions: temperature 130 celsius. The product is C1(=CC=CC=C1)N1C(=NC2=C1C=C(C(=C2)Cl)CC)CCl (1-phenyl-2-chloromethyl-5-chloro-6-ethylbenzimidazole). RXN SMILES: [NH:1]([C:8]1[CH:14]=[C:13]([CH2:15][CH3:16])[C:12]([Cl:17])=[CH:11][C:9]=1[NH2:10])[C:2]1[CH:7]=[CH:6][CH:5]=[CH:4][CH:3]=1.[Cl:18][CH2:19][C:20](O)=O.C(=O)([O-])[O-].[Na+].[Na+]>O>[C:2]1([N:1]2[C:8]3[CH:14]=[C:13]([CH2:15][CH3:16])[C:12]([Cl:17])=[CH:11][C:9]=3[N:10]=[C:20]2[CH2:19][Cl:18])[CH:7]=[CH:6][CH:5]=[CH:4][CH:3]=1 |f:2.3.4|. Procedure: A mixture of 2-anilino-4-ethyl-5-chloroaniline (3.3 g, 13.4 mmol) prepared in the preceding step (a), polyphosphoric ester (8.9 g) and monochloroacetic acid (1.3 g, 13.4 mmol) was heated for 1 hour at 130° C. under stirring. Water was added to the reaction mixture to decompose an excess of the ester and they were neutralized with sodium carbonate and the occurred oily substance was extracted with chloroform, which was washed, dried, and concentrated in vacuo.